Dataset: the Open Reaction Database (ORD), a public repository of structured organic reaction records. Task: describe an organic reaction: reactants, conditions, products, and yield The reactants are CN(C)c1ccncc1, Cl, Cc1noc(C)c1C(=O)N(C)Cc1csc(N)n1, C1CCOC1, O=C(Cl)Oc1ccccc1, c1ccncc1. The product is Cc1noc(C)c1C(=O)N(C)Cc1csc(NC(=O)Oc2ccccc2)n1. RXN SMILES: [CH3:36][N:37]([c:38]1[cH:39][cH:40][n:41][cH:42][cH:43]1)[CH3:44].[ClH:1].[NH2:2][c:3]1[s:4][cH:5][c:6]([CH2:8][N:9]([C:10](=[O:11])[c:12]2[c:13]([CH3:18])[n:14][o:15][c:16]2[CH3:17])[CH3:19])[n:7]1.[O:45]1[CH2:46][CH2:47][CH2:48][CH2:49]1.[c:20]1([O:26][C:27](=[O:28])[Cl:29])[cH:21][cH:22][cH:23][cH:24][cH:25]1.[cH:30]1[cH:31][cH:32][n:33][cH:34][cH:35]1>>[NH:2]([c:3]1[s:4][cH:5][c:6]([CH2:8][N:9]([C:10](=[O:11])[c:12]2[c:13]([CH3:18])[n:14][o:15][c:16]2[CH3:17])[CH3:19])[n:7]1)[C:27]([O:26][c:20]1[cH:21][cH:22][cH:23][cH:24][cH:25]1)=[O:28]. Starting materials: OC1=CC=NC=C1 (4-hydroxypyridine), [H-].[Na+] (sodium hydride), BrC1=CC=C(S1)C=O (5-bromothiophene-2-carboxaldehyde). Solvent: CN(C=O)C (N,N-dimethylformamide). Run at time 1 hour. The product is O=C1C=CN(C=C1)C1=CC=C(S1)C=O (5-(1,4-Dihydro-4-oxo-1-pyridyl)thiophene-2-carboxaldehyde). As a reaction SMILES: [OH:1][C:2]1[CH:7]=[CH:6][N:5]=[CH:4][CH:3]=1.[H-].[Na+].Br[C:11]1[S:15][C:14]([CH:16]=[O:17])=[CH:13][CH:12]=1>CN(C)C=O>[O:1]=[C:2]1[CH:7]=[CH:6][N:5]([C:11]2[S:15][C:14]([CH:16]=[O:17])=[CH:13][CH:12]=2)[CH:4]=[CH:3]1 |f:1.2|. Procedure: 25.0 g of 4-hydroxypyridine was suspended in 440 ml of N,N-dimethylformamide. 11.04 g of sodium hydride (60% suspension in mineral oil) was added to the suspension in portions and the-suspension was stirred for 1 h. 32.8 ml of 5-bromothiophene-2-carboxaldehyde was added thereto and a reaction was conducted at 120° C. for 4 h. The reactants are NC1=NC=CC=C1N (2,3-diaminopyridine), ClC1=CC=C(C(=O)O)C=C1 (p-chlorobenzoic acid), polyphosphoric acid, [OH-].[NH4+] (ammonium hydroxide), [OH-].[Na+] (sodium hydroxide). Reaction conditions: temperature 180 celsius. The product is ClC1=CC=C(C=C1)C1=NC=2C(=NC=CC2)N1 (2-(4-Chlorophenyl)-3H-imidazo[4,5-b]pyridine). The yield is 4.4%. As a reaction SMILES: [NH2:1][C:2]1[C:7]([NH2:8])=[CH:6][CH:5]=[CH:4][N:3]=1.[Cl:9][C:10]1[CH:18]=[CH:17][C:13]([C:14](O)=O)=[CH:12][CH:11]=1.[OH-].[NH4+].[OH-].[Na+]>>[Cl:9][C:10]1[CH:18]=[CH:17][C:13]([C:14]2[NH:1][C:2]3=[N:3][CH:4]=[CH:5][CH:6]=[C:7]3[N:8]=2)=[CH:12][CH:11]=1 |f:2.3,4.5|. Reported procedure: A mixture of 2,3-diaminopyridine (10.9 g, 0.1 mole), p-chlorobenzoic acid (16.0 g, 0.102 mole), and 150 g of polyphosphoric acid was heated at 180° C. in an oil bath for 31/2 hr. The reaction mixture was neutralized with concentrated ammonium hydroxide and basified with sodium hydroxide. The precipitate was filtered and washed with water. The solid was treated with dilute sodium hydroxide, filtered, washed with water, and dried under high vacuum at 60° C. overnight. A 3-g sample was dissolved in... The reactants are COC(=O)Cc1ccc(Oc2nc3c(-c4cnc5ccccc5c4)cnn3c(N(COCC[Si](C)(C)C)COCC[Si](C)(C)C)c2Br)cc1, O=C(O)C(F)(F)F, O. RXN SMILES: [CH3:1][Si:2]([CH3:3])([CH3:4])[CH2:5][CH2:6][O:40][CH2:41][N:7]([c:8]1[c:9]([Br:39])[c:10]([O:27][c:28]2[cH:29][cH:30][c:31]([CH2:34][C:35](=[O:36])[O:37][CH3:38])[cH:32][cH:33]2)[n:11][c:12]2[n:13]1[n:14][cH:15][c:16]2-[c:17]1[cH:18][n:19][c:20]2[cH:21][cH:22][cH:23][cH:24][c:25]2[cH:26]1)[CH2:42][O:43][CH2:44][CH2:45][Si:46]([CH3:47])([CH3:48])[CH3:49].[F:50][C:51]([F:52])([F:53])[C:54]([OH:55])=[O:56].[OH2:57]>>[NH2:7][c:8]1[c:9]([Br:39])[c:10]([O:27][c:28]2[cH:29][cH:30][c:31]([CH2:34][C:35](=[O:36])[O:37][CH3:38])[cH:32][cH:33]2)[n:11][c:12]2[n:13]1[n:14][cH:15][c:16]2-[c:17]1[cH:18][n:19][c:20]2[cH:21][cH:22][cH:23][cH:24][c:25]2[cH:26]1. Yields the product COC(=O)Cc1ccc(Oc2nc3c(-c4cnc5ccccc5c4)cnn3c(N)c2Br)cc1. The reactants are COC(=O)OC, CCOC(C)=O, C1CCC2=NCCCN2CC1, O, O=C(O)c1c(Cl)cccc1Cl. Yields the product COC(=O)c1c(Cl)cccc1Cl. RXN SMILES: [CH3:12][O:13][C:14](=[O:15])[O:16][CH3:17].[CH3:29][CH2:30][O:31][C:32](=[O:33])[CH3:34].[N:18]12[CH2:19][CH2:20][CH2:21][N:22]=[C:23]1[CH2:24][CH2:25][CH2:26][CH2:27][CH2:28]2.[OH2:35].[OH:1][C:2](=[O:3])[c:4]1[c:5]([Cl:6])[cH:7][cH:8][cH:9][c:10]1[Cl:11]>>[O:1]([C:2](=[O:3])[c:4]1[c:5]([Cl:6])[cH:7][cH:8][cH:9][c:10]1[Cl:11])[CH3:12]. The reactants are ClC(C(C(=O)Cl)(F)F)F (3-chloro-2,2,3-trifluoro-propionyl chloride), C(C)OC(C(CCCCCCCCCCCC)OC1=CC(=CC=C1)N)=O (2-(m-aminophenoxy)-myristic acid ethyl ester). Solvent: ClCCl (dichloromethane), N1=CC=CC=C1 (pyridine). The product is C(C)OC(C(CCCCCCCCCCCC)OC1=CC(=CC=C1)NC(C(C(F)Cl)(F)F)=O)=O (2-[m-(3-chloro-2,2,3-trifluoro-propionamido)-phenoxy]-myristic acid ethyl ester). Reaction SMILES: [Cl:1][CH:2]([F:9])[C:3]([F:8])([F:7])[C:4](Cl)=[O:5].[CH2:10]([O:12][C:13](=[O:35])[CH:14]([O:27][C:28]1[CH:33]=[CH:32][CH:31]=[C:30]([NH2:34])[CH:29]=1)[CH2:15][CH2:16][CH2:17][CH2:18][CH2:19][CH2:20][CH2:21][CH2:22][CH2:23][CH2:24][CH2:25][CH3:26])[CH3:11]>ClCCl.N1C=CC=CC=1>[CH2:10]([O:12][C:13](=[O:35])[CH:14]([O:27][C:28]1[CH:33]=[CH:32][CH:31]=[C:30]([NH:34][C:4](=[O:5])[C:3]([F:8])([F:7])[CH:2]([Cl:1])[F:9])[CH:29]=1)[CH2:15][CH2:16][CH2:17][CH2:18][CH2:19][CH2:20][CH2:21][CH2:22][CH2:23][CH2:24][CH2:25][CH3:26])[CH3:11]. Procedure: An amount of 63.35 g (0.35 mol) of 3-chloro-2,2,3-trifluoro-propionyl chloride is added dropwise in 30 min to a solution of 109 g (0.3 mol) of 2-(m-aminophenoxy)-myristic acid ethyl ester in 450 ml of dichloromethane and 48 ml of pyridine. A slight reflux is observed. The mixture is then refluxed for 2 h. Subsequently, the reaction mixture is washed first with 1N hydrochloric acid and next with water until neutral. The solvent is removed by evaporation.